This data is from the Open Reaction Database (ORD), a public repository of structured organic reaction records. The task is: describe an organic reaction: reactants, conditions, products, and yield Starting materials: CN(C)C=O, CS(=O)(=O)OCC1=CCCCO1, [N-]=[N+]=[N-], [Na+], O. The product is [N-]=[N+]=NCC1=CCCCO1. RXN SMILES: [CH3:18][N:19]([CH3:20])[CH:21]=[O:22].[CH3:6][S:7]([O:8][CH2:11][C:12]1=[CH:17][CH2:16][CH2:15][CH2:14][O:13]1)(=[O:9])=[O:10].[N-:3]=[N+:4]=[N-:5].[Na+:2].[OH2:1]>>[N:3](=[N+:4]=[N-:5])[CH2:11][C:12]1=[CH:17][CH2:16][CH2:15][CH2:14][O:13]1. The reactants are COc1ccc2nc(SCc3nccc(OCC(F)(F)F)c3OC)[nH]c2c1, ClC(Cl)Cl, O=C(OO)c1cccc(Cl)c1. Product: COc1ccc2nc(S(=O)Cc3nccc(OCC(F)(F)F)c3OC)[nH]c2c1. Reaction SMILES: [CH3:1][O:2][c:3]1[cH:4][c:5]2[c:6]([n:7][c:8]([S:10][CH2:11][c:12]3[n:13][cH:14][cH:15][c:16]([O:20][CH2:21][C:22]([F:23])([F:24])[F:25])[c:17]3[O:18][CH3:19])[nH:9]2)[cH:26][cH:27]1.[CH:39]([Cl:40])([Cl:41])[Cl:42].[Cl:28][c:29]1[cH:30][cH:31][cH:32][c:33]([C:34]([O:35][OH:37])=[O:36])[cH:38]1>>[CH3:1][O:2][c:3]1[cH:4][c:5]2[c:6]([n:7][c:8]([S:10]([CH2:11][c:12]3[n:13][cH:14][cH:15][c:16]([O:20][CH2:21][C:22]([F:23])([F:24])[F:25])[c:17]3[O:18][CH3:19])=[O:36])[nH:9]2)[cH:26][cH:27]1. Reactants: C1(=CC=CC=C1)C1CCN(CC1)CCCN (4-phenyl-1-piperidinepropanamine), C(=S)(N1C=NC=C1)N1C=NC=C1 (1,1'-thiocarbonyldiimidazole). RXN SMILES: [C:1]1([CH:7]2[CH2:12][CH2:11][N:10]([CH2:13][CH2:14][CH2:15][NH2:16])[CH2:9][CH2:8]2)[CH:6]=[CH:5][CH:4]=[CH:3][CH:2]=1.[C:17](N1C=CN=C1)(N1C=CN=C1)=[S:18]>CC#N>[N:16]([CH2:15][CH2:14][CH2:13][N:10]1[CH2:9][CH2:8][CH:7]([C:1]2[CH:2]=[CH:3][CH:4]=[CH:5][CH:6]=2)[CH2:12][CH2:11]1)=[C:17]=[S:18]. Procedure: A solution of 4-phenyl-1-piperidinepropanamine (Example 5 intermediate) (3.2 g, 14.7 mmol) and 1,1'-thiocarbonyldiimidazole (2.8 g, 15.7 mmol) in MeCN (100 mL) was stirred for 2 h. The reaction mixture was chromatographed by vacuum filtration over silica (MeCN) to furnish 1-(3-isothiocyanatopropyl)-4-phenylpiperidine as an amber oil which crystallized upon standing (1.25 g, 33%). mp 50-55° C.; MS (ESI) m/z 261 (MH+); IR (KBr) 2113 cm-1. 1H NMR (CDCl3) δ 7.23 (m, 5H), 3.63 (t, 2 H, J=6.3 Hz), 3.0... Yields the product N(=C=S)CCCN1CCC(CC1)C1=CC=CC=C1 (1-(3-isothiocyanatopropyl)-4-phenylpiperidine). Run in CC#N (MeCN). RXN SMILES: [C:26](#[N:27])[BH3-:28].[CH3:1][O:2][c:3]1[cH:4][c:5]([N:12]2[CH2:13][C:14]([CH3:19])([CH3:20])[C:15](=[O:18])[CH2:16][CH2:17]2)[cH:6][cH:7][c:8]1[N+:9](=[O:10])[O-:11].[CH3:22][C:23](=[O:24])[O-:25].[CH3:30][OH:31].[NH4+:21].[Na+:29]>>[CH3:1][O:2][c:3]1[cH:4][c:5]([N:12]2[CH2:13][C:14]([CH3:19])([CH3:20])[CH:15]([NH2:27])[CH2:16][CH2:17]2)[cH:6][cH:7][c:8]1[N+:9](=[O:10])[O-:11]. The product is COc1cc(N2CCC(N)C(C)(C)C2)ccc1[N+](=O)[O-]. Starting materials: [BH3-]C#N, COc1cc(N2CCC(=O)C(C)(C)C2)ccc1[N+](=O)[O-], CC(=O)[O-], CO, [NH4+], [Na+]. Reactants: COc1cc2c(OC(C)C)nc(Nc3cc(C)[nH]n3)cc2cc1OCc1ccccc1, CO, [H][H]. Yields the product COc1cc2c(OC(C)C)nc(Nc3cc(C)[nH]n3)cc2cc1O. As a reaction SMILES: [CH2:1]([c:2]1[cH:3][cH:4][cH:5][cH:6][cH:7]1)[O:8][c:9]1[cH:10][c:11]2[cH:12][c:13]([NH:25][c:26]3[n:27][nH:28][c:29]([CH3:31])[cH:30]3)[n:14][c:15]([O:21][CH:22]([CH3:23])[CH3:24])[c:16]2[cH:17][c:18]1[O:19][CH3:20].[CH3:34][OH:35].[H:32][H:33]>>[OH:8][c:9]1[cH:10][c:11]2[cH:12][c:13]([NH:25][c:26]3[n:27][nH:28][c:29]([CH3:31])[cH:30]3)[n:14][c:15]([O:21][CH:22]([CH3:23])[CH3:24])[c:16]2[cH:17][c:18]1[O:19][CH3:20]. Reactants: CO, COC(=O)c1cncn1C1c2ccccc2C(C)(O)CC1(C)C, Cl. Product: COC(=O)c1cncn1C1c2ccccc2C(C)=CC1(C)C. RXN SMILES: [CH3:25][OH:26].[CH3:2][O:3][C:4](=[O:5])[c:6]1[n:7]([CH:11]2[C:12]([CH3:23])([CH3:24])[CH2:13][C:14]([CH3:21])([OH:22])[c:15]3[cH:16][cH:17][cH:18][cH:19][c:20]32)[cH:8][n:9][cH:10]1.[ClH:1]>>[CH3:2][O:3][C:4](=[O:5])[c:6]1[n:7]([CH:11]2[C:12]([CH3:23])([CH3:24])[CH:13]=[C:14]([CH3:21])[c:15]3[cH:16][cH:17][cH:18][cH:19][c:20]32)[cH:8][n:9][cH:10]1. Reactants: CC(C)(C)OC(=O)N1CCc2ccc(Cl)c(SCc3ccc(Br)cn3)c2CC1, CC(C)(C)C[Mg+], C1CCOC1, CCOC(C)=O, CCOCC, [Cl-], [Cl-], [Cl-], [Zn+2]. Product: CC(C)(C)Cc1ccc(CSc2c(Cl)ccc3c2CCN(C(=O)OC(C)(C)C)CC3)nc1. As a reaction SMILES: [C:13]([CH3:14])([CH3:15])([CH3:16])[O:17][C:18](=[O:19])[N:20]1[CH2:21][CH2:22][c:23]2[c:24]([c:27]([S:32][CH2:33][c:34]3[n:35][cH:36][c:37]([Br:40])[cH:38][cH:39]3)[c:28]([Cl:31])[cH:29][cH:30]2)[CH2:25][CH2:26]1.[CH2:2]([C:3]([CH3:4])([CH3:5])[CH3:6])[Mg+:7].[CH2:41]1[O:42][CH2:43][CH2:44][CH2:45]1.[CH3:46][CH2:47][O:48][C:49]([CH3:50])=[O:51].[CH3:8][CH2:9][O:10][CH2:11][CH3:12].[Cl-:1].[Cl-:52].[Cl-:54].[Zn+2:53]>>[CH2:2]([C:3]([CH3:4])([CH3:5])[CH3:6])[c:37]1[cH:36][n:35][c:34]([CH2:33][S:32][c:27]2[c:24]3[c:23]([cH:30][cH:29][c:28]2[Cl:31])[CH2:22][CH2:21][N:20]([C:18]([O:17][C:13]([CH3:14])([CH3:15])[CH3:16])=[O:19])[CH2:26][CH2:25]3)[cH:39][cH:38]1. Reactants: Cc1cnc(Cl)c(Br)c1, O=C([O-])O, CCCCO, [H-], [Na+], [Na+], CN(C)C=O. Yields the product CCCCOc1ncc(C)cc1Br. As a reaction SMILES: [Br:8][c:9]1[c:10]([Cl:16])[n:11][cH:12][c:13]([CH3:15])[cH:14]1.[C:17](=[O:18])([OH:19])[O-:20].[CH2:3]([CH2:4][CH2:5][CH3:6])[OH:7].[H-:1].[Na+:21].[Na+:2].[O:22]=[CH:23][N:24]([CH3:25])[CH3:26]>>[CH2:3]([CH2:4][CH2:5][CH3:6])[O:7][c:10]1[c:9]([Br:8])[cH:14][c:13]([CH3:15])[cH:12][n:11]1. The reactants are CCCCN1CCCC1=N, O=C=Nc1cccc(Cl)c1, O=S(=O)(O)NC1CCCCC1. Product: CCCCN1CCCC1=NC(=O)Nc1cccc(Cl)c1. As a reaction SMILES: [CH2:12]([CH2:13][CH2:14][CH3:15])[N:16]1[C:17](=[NH:21])[CH2:18][CH2:19][CH2:20]1.[Cl:22][c:23]1[cH:24][c:25]([N:29]=[C:30]=[O:31])[cH:26][cH:27][cH:28]1.[OH:1][S:2]([NH:3][CH:4]1[CH2:5][CH2:6][CH2:7][CH2:8][CH2:9]1)(=[O:10])=[O:11]>>[CH2:12]([CH2:13][CH2:14][CH3:15])[N:16]1[C:17](=[N:21][C:30]([NH:29][c:25]2[cH:24][c:23]([Cl:22])[cH:28][cH:27][cH:26]2)=[O:31])[CH2:18][CH2:19][CH2:20]1.